From a dataset of the Open Reaction Database (ORD), a public repository of structured organic reaction records. describe an organic reaction: reactants, conditions, products, and yield Reactants: C(C1=CC=CC=C1)N(C1(COCC1)CNC1=CC(=NC2=CC=C(C=C12)C)N1CCS(C2=C(C1)C=CC=C2)(=O)=O)CC2=CC=CC=C2 (N-{[3-(Dibenzylamino)tetrahydrofuran-3-yl]methyl}-2-(1,1-dioxido-2,3-dihydro-1,4-benzothiazepin-4(5H)-yl)-6-methylquinolin-4-amine), NCC1(COC1)N(CC1=CC=CC=C1)CC1=CC=CC=C1 (3-(aminomethyl)-N,N-dibenzyloxetan-3-amine). The product is NC1(COC1)CNC1=CC(=NC2=CC=CC=C12)N1CCS(C2=C(C1)C=CC(=C2)OC)(=O)=O (N-[(3-Aminooxetan-3-yl)methyl]-2-(8-methoxy-1,1-dioxido-2,3-dihydro-1,4-benzothiazepin-4(5H)-yl)quinolin-4-amine). Reaction SMILES: C([N:8](CC1C=CC=CC=1)[C:9]1([CH2:14][NH:15][C:16]2[C:25]3[C:20](=[CH:21][CH:22]=[C:23](C)[CH:24]=3)[N:19]=[C:18]([N:27]3[CH2:33][C:32]4[CH:34]=[CH:35][CH:36]=[CH:37][C:31]=4[S:30](=[O:39])(=[O:38])[CH2:29][CH2:28]3)[CH:17]=2)C[CH2:12][O:11][CH2:10]1)C1C=CC=CC=1.NCC1(N(CC2C=CC=CC=2)CC2C=CC=CC=2)C[O:51][CH2:50]1>>[NH2:8][C:9]1([CH2:14][NH:15][C:16]2[C:25]3[C:20](=[CH:21][CH:22]=[CH:23][CH:24]=3)[N:19]=[C:18]([N:27]3[CH2:33][C:32]4[CH:34]=[CH:35][C:36]([O:51][CH3:50])=[CH:37][C:31]=4[S:30](=[O:39])(=[O:38])[CH2:29][CH2:28]3)[CH:17]=2)[CH2:10][O:11][CH2:12]1. Procedure details: The title compound was prepared in analogy to Example 2-1 in Scheme 4 by using 4-(4-chloroquinolin-2-yl)-8-methoxy-2,3,4,5-tetrahydro-1,4-benzothiazepine 1,1-dioxide (prepared in analogy to 4-(4-chloro-6-methylquinolin-2-yl)-2,3,4,5-tetrahydro-1,4-benzothiazepine 1,1-dioxide in Example 2-1 by using 8-methoxy-2,3,4,5-tetrahydro-1,4-benzothiazepine and 2,4-dichloroquinoline) and 3-(aminomethyl)-N,N-dibenzyloxetan-3-amine. MS obsd. (ESI+) [(M+H)+] 455, 1H NMR (400 MHz, CD3OD) δ ppm 7.91-7.74 (m, 2 ...